The task is: describe an organic reaction: reactants, conditions, products, and yield. This data is from the Open Reaction Database (ORD), a public repository of structured organic reaction records. The reactants are Cl (HCl), NC1=C(C(=O)NC(C)C2CC2)C=C(C=C1)Cl (2-amino-5-chloro-N-(1-cyclopropylethyl)benzamide), BrBr (bromine), [H-].[Na+] (sodium hydride). The solvent is CN(C=O)C (N,N-dimethylformamide). Conditions: temperature 0 celsius, time 1 hour. The product is NC1=C(C(=O)NC(C)C2CC2)C=C(C=C1Br)Cl (2-amino-3-bromo-5-chloro-N-(1-cyclopropylethyl)benzamide). As a reaction SMILES: [NH2:1][C:2]1[CH:15]=[CH:14][C:13]([Cl:16])=[CH:12][C:3]=1[C:4]([NH:6][CH:7]([CH:9]1[CH2:11][CH2:10]1)[CH3:8])=[O:5].[H-].[Na+].[Br:19]Br.Cl>CN(C)C=O>[NH2:1][C:2]1[C:15]([Br:19])=[CH:14][C:13]([Cl:16])=[CH:12][C:3]=1[C:4]([NH:6][CH:7]([CH:9]1[CH2:11][CH2:10]1)[CH3:8])=[O:5] |f:1.2|. Procedure details: 0.1 g of 2-amino-5-chloro-N-(1-cyclopropylethyl)benzamide was dissolved in 3 ml of N,N-dimethylformamide and cooled to 0° C. 0.02 g of sodium hydride was added, followed by stirring for one hour, and 0.09 g of bromine was added, followed by stirring for 2 hours. The reaction liquid was added to a 1 M-HCl aqueous solution, followed by extraction with ethyl acetate. The organic layer was washed with a saturated sodium chloride aqueous solution and dried over anhydrous sodium sulfate. The solvent w... Reactants: O=C(O)Cn1c(-c2ccc(Br)cc2)nc2cccnc21, O=C(n1ccnc1)n1ccnc1, CCCNCCC, C1CCOC1. The product is CCCN(CCC)C(=O)Cn1c(-c2ccc(Br)cc2)nc2cccnc21. RXN SMILES: [Br:1][c:2]1[cH:3][cH:4][c:5](-[c:8]2[n:9][c:10]3[c:11]([n:12][cH:13][cH:14][cH:15]3)[n:16]2[CH2:17][C:18](=[O:19])[OH:20])[cH:6][cH:7]1.[C:21]([n:22]1[cH:23][cH:24][n:25][cH:26]1)([n:27]1[cH:28][cH:29][n:30][cH:31]1)=[O:32].[CH2:33]([CH2:34][CH3:35])[NH:36][CH2:37][CH2:38][CH3:39].[O:40]1[CH2:41][CH2:42][CH2:43][CH2:44]1>>[Br:1][c:2]1[cH:3][cH:4][c:5](-[c:8]2[n:9][c:10]3[c:11]([n:12][cH:13][cH:14][cH:15]3)[n:16]2[CH2:17][C:18](=[O:20])[N:36]([CH2:33][CH2:34][CH3:35])[CH2:37][CH2:38][CH3:39])[cH:6][cH:7]1.